From a dataset of the Open Reaction Database (ORD), a public repository of structured organic reaction records. describe an organic reaction: reactants, conditions, products, and yield Starting materials: N1=C(Cl)N=C(Cl)N=C1Cl (cyanuric chloride), C1=CC(=CC=C1N)N (p-phenylene diamine), O (water), NC1=CC=C(C=2C(C3=CC=CC=C3C(C12)=O)=O)NC1=CC=C(C=C1)N (1-amino-4-(p-aminoanilino) anthraquinone), N1=C(Cl)N=C(Cl)N=C1Cl (cyanuric chloride). Solvent: CC(=O)C (acetone). Reaction conditions: time 0.55 hour. Product: C1=CC=CC=2C(C3=CC=CC=C3C(C12)=O)=O (anthraquinone). RXN SMILES: N1C(Cl)=NC(Cl)=NC=1Cl.O.N[C:12]1[C:25]2[C:24](=[O:26])[C:23]3[C:18](=[CH:19][CH:20]=[CH:21][CH:22]=3)[C:17](=[O:27])[C:16]=2[C:15](NC2C=CC(N)=CC=2)=[CH:14][CH:13]=1.C1C(N)=CC=C(N)C=1>CC(C)=O>[CH:19]1[C:18]2[C:17](=[O:27])[C:16]3[C:25](=[CH:12][CH:13]=[CH:14][CH:15]=3)[C:24](=[O:26])[C:23]=2[CH:22]=[CH:21][CH:20]=1. Reported procedure: 1-18.4 g of cyanuric chloride was placed into a beaker. A small amount of crushed ice and water were added for pulping for 0.1-1 h; during which, 1-17.4 g of 1-amino-4-(p-aminoanilino) anthraquinone in 200 ml of acetone was added with the cyanuric chloride, and condensed for 4-5 h. The temperature was increased to 40° C. p-phenylene diamine was added and condensed for 4-5 h, to obtain an anthraquinone dye comprising triazinyl group and amino group. The reactants are C(OCC=CC1=CC=CC=C1)([O-])=O (cinnamyl carbonate), FC(C1=CC=C(N)C=C1)(F)F (p-trifluoromethylaniline). Reaction conditions: time 12 hour. The product is C(#C)C(NC1=CC=C(C=C1)C(F)(F)F)C1=CC=CC=C1 (α-Ethynyl-N-(p-trifluoromethylphenyl)-benzenemethanamine). Yield: 72.7%. Reaction SMILES: C(=O)([O-])O[CH2:3][CH:4]=[CH:5][C:6]1[CH:11]=[CH:10][CH:9]=[CH:8][CH:7]=1.[F:14][C:15]([F:24])([F:23])[C:16]1[CH:22]=[CH:21][C:19]([NH2:20])=[CH:18][CH:17]=1>>[C:4]([CH:5]([C:6]1[CH:11]=[CH:10][CH:9]=[CH:8][CH:7]=1)[NH:20][C:19]1[CH:21]=[CH:22][C:16]([C:15]([F:14])([F:23])[F:24])=[CH:17][CH:18]=1)#[CH:3]. Procedure: The general procedure was followed with cinnamyl carbonate (0.094 g, 0.490 mmol) and p-trifluoromethylaniline (0.100 g, 0.62 mmol). The reaction was conducted at room temperature for 12 h. 1H NMR analysis of the crude reaction mixture indicated the ratio of regioisomers to be 94/6. The mixture was purified by flash column chromatography on silica gel (1% ethyl acetate in hexanes) to give the title compound (0.098 g, 72%). HPLC analysis indicated the enantiomeric excess of the product was 96% [Di... The reactants are FC1=CC=C(CNC)C=C1 (4-fluoro-N-methyl-benzylamine), CNCCCC1=CC=CC=C1 (methyl-(3-phenyl-propyl)-amine), FC1=CC=C(CNC(=O)C2=C(N=C(S2)C2=NC(=CN=C2)I)C)C=C1 (2-(6-iodo-pyrazin-2-yl)-4-methyl-thiazole-5-carboxylic acid 4-fluoro-benzylamide). Product: FC1=CC=C(CNC(=O)C2=C(N=C(S2)C2=NC(=CN=C2)N(CCCC2=CC=CC=C2)C)C)C=C1 (4-methyl-2-{6-[methyl-(3-phenyl-propyl)-amino]-pyrazin-2-yl}-thiazole-5-carboxylic acid 4-fluoro-benzylamide). The yield is 70.0%. RXN SMILES: FC1C=CC(CNC)=CC=1.[CH3:11][NH:12][CH2:13][CH2:14][CH2:15][C:16]1[CH:21]=[CH:20][CH:19]=[CH:18][CH:17]=1.[F:22][C:23]1[CH:45]=[CH:44][C:26]([CH2:27][NH:28][C:29]([C:31]2[S:35][C:34]([C:36]3[CH:41]=[N:40][CH:39]=[C:38](I)[N:37]=3)=[N:33][C:32]=2[CH3:43])=[O:30])=[CH:25][CH:24]=1>>[F:22][C:23]1[CH:45]=[CH:44][C:26]([CH2:27][NH:28][C:29]([C:31]2[S:35][C:34]([C:36]3[CH:41]=[N:40][CH:39]=[C:38]([N:12]([CH3:11])[CH2:13][CH2:14][CH2:15][C:16]4[CH:21]=[CH:20][CH:19]=[CH:18][CH:17]=4)[N:37]=3)=[N:33][C:32]=2[CH3:43])=[O:30])=[CH:25][CH:24]=1. Reported procedure: Following the procedure described in Example 14, making variations as required to replace 4-fluoro-N-methyl-benzylamine with methyl-(3-phenyl-propyl)-amine to react with 2-(6-iodo-pyrazin-2-yl)-4-methyl-thiazole-5-carboxylic acid 4-fluoro-benzylamide, the title compound was obtained in 70% yield. 1H NMR (400 MHz, CD2Cl2) δ 8.49 (s, 1H), 7.99 (s, 1H), 7.31-7.38 (m, 2H), 7.09-7.28 (m, 5H), 7.00-7.08 (m, 2H), 6.17 (bs, 1H), 4.56 (d, J=8.0 Hz, 2H), 3.57-3.64 (m, 2H), 3.10 (s, 3H), 2.69 (s, 3H), 2.64... The reactants are N1=C(C=CC=C1)C1(CCNCC1)O (2′,3′,5′,6′-tetrahydro-1′H-[2,4]bipyridinyl-4′-ol), ClC=1N=C(C2=C(N1)C=C(S2)C=O)N2CCOCC2 (2-Chloro-4-morpholin-4-yl-thieno[3,2-d]pyrimidine-6-carbaldehyde). The product is ClC=1N=C(C2=C(N1)C=C(S2)CN2CCC(CC2)(C2=NC=CC=C2)O)N2CCOCC2 (1′-(2-chloro-4-morpholin-4-yl-thieno[3,2-d]pyrimidin-6-ylmethyl)-2′,3′,5′,6′-tetrahydro-1′H-[2,4′]bipyridinyl-4′-ol). As a reaction SMILES: [N:1]1[CH:6]=[CH:5][CH:4]=[CH:3][C:2]=1[C:7]1([OH:13])[CH2:12][CH2:11][NH:10][CH2:9][CH2:8]1.[Cl:14][C:15]1[N:16]=[C:17]([N:26]2[CH2:31][CH2:30][O:29][CH2:28][CH2:27]2)[C:18]2[S:23][C:22]([CH:24]=O)=[CH:21][C:19]=2[N:20]=1>>[Cl:14][C:15]1[N:16]=[C:17]([N:26]2[CH2:27][CH2:28][O:29][CH2:30][CH2:31]2)[C:18]2[S:23][C:22]([CH2:24][N:10]3[CH2:9][CH2:8][C:7]([OH:13])([C:2]4[CH:3]=[CH:4][CH:5]=[CH:6][N:1]=4)[CH2:12][CH2:11]3)=[CH:21][C:19]=2[N:20]=1. Procedure details: Reaction of 2′,3′,5′,6′-tetrahydro-1′H-[2,4]bipyridinyl-4′-ol with 2-chloro-4-morpholin-4-yl-thieno[3,2-d]pyrimidine-6-carbaldehyde 10 using standard reductive amination conditions yielded 1′-(2-chloro-4-morpholin-4-yl-thieno[3,2-d]pyrimidin-6-ylmethyl)-2′,3′,5′,6′-tetrahydro-1′H-[2,4′]bipyridinyl-4′-ol, which was reacted with 2-aminopyrimidine-5-boronic acid in General Procedure A. Purification on silica yielded 402. 400 MHz 111 NMR CDCl3 9.16 (s, 2H); 8.47 (d, 1H, J=4.8 Hz); 7.70 (t, 1H, J=7.7... Reactants: C(C(C)C)C1=NC=C(C(=O)O)C=C1C (6-isobutyl-5-methyl-nicotinic acid), C(C)OC(C1=CN=C(C(=C1)C)Cl)=O (6-chloro-5-methyl-nicotinic acid ethyl ester), C(=C\C)/B(O)O (trans-1-propen-1-yl boronic acid). The product is CC=1C(=NC=C(C(=O)O)C1)CCC (5-Methyl-6-propyl-nicotinic acid). RXN SMILES: [CH2:1]([C:5]1[C:13]([CH3:14])=[CH:12][C:8]([C:9]([OH:11])=[O:10])=[CH:7][N:6]=1)[CH:2](C)[CH3:3].C(OC(=O)C1C=C(C)C(Cl)=NC=1)C.C(/B(O)O)=C\C>>[CH3:14][C:13]1[C:5]([CH2:1][CH2:2][CH3:3])=[N:6][CH:7]=[C:8]([CH:12]=1)[C:9]([OH:11])=[O:10]. Reported procedure: 5-Methyl-6-propyl-nicotinic acid (1.85 g as hydrochloride) is prepared in analogy to 6-isobutyl-5-methyl-nicotinic acid from 6-chloro-5-methyl-nicotinic acid ethyl ester (2.0 g) and commercially available trans-1-propen-1-yl boronic acid (1.3 g); 1H NMR (D6-DMSO) δ 0.96 (t, J=7.3 Hz, 3H), 1.72 (m, 2H), 3.05 (t, J=7.5 Hz, 2H), 8.66 (m, 1H), 8.86 (d, J=1.5 Hz, 1H).